This data is from the Open Reaction Database (ORD), a public repository of structured organic reaction records. The task is: describe an organic reaction: reactants, conditions, products, and yield The reactants are Cl.BrC1=CC(=C(C(=O)O)C=C1)NN (4-bromo-2-hydrazinylbenzoic acid hydrochloric acid salt), O=C1CC(CCC1)C(=O)OCC (ethyl 3-oxocyclohexanecarboxylate). Solvent: C(C)(=O)O (acetic acid), CCOC(=O)C (EtOAc). Product: BrC1=C2C=3CCC(CC3NC2=C(C=C1)C(=O)O)C(=O)OCC (5-bromo-2-(ethoxycarbonyl)-2,3,4,9-tetrahydro-1H-carbazole-8-carboxylic acid). Yield: 53.9%. As a reaction SMILES: Cl.[Br:2][C:3]1[CH:11]=[CH:10][C:6]([C:7]([OH:9])=[O:8])=[C:5]([NH:12]N)[CH:4]=1.O=[C:15]1[CH2:20][CH2:19][CH2:18][CH:17]([C:21]([O:23][CH2:24][CH3:25])=[O:22])[CH2:16]1>C(O)(=O)C.CCOC(C)=O>[Br:2][C:3]1[CH:11]=[CH:10][C:6]([C:7]([OH:9])=[O:8])=[C:5]2[C:4]=1[C:20]1[CH2:19][CH2:18][CH:17]([C:21]([O:23][CH2:24][CH3:25])=[O:22])[CH2:16][C:15]=1[NH:12]2 |f:0.1|. Procedure details: Step 2 A stirred suspension of 4-bromo-2-hydrazinylbenzoic acid hydrochloric acid salt (16.35 g, 58.1 mmol) in acetic acid (171 mL) was treated with ethyl 3-oxocyclohexanecarboxylate (9.88 g, 58.1 mmol) at rt. The mixture was stirred at reflux for 2.5 h, then was cooled to rt and concentrated to afford a brown solid. This was suspended in EtOAc (20 mL) and the precipitate was collected by filtration, washed with EtOAc and air dried to provide 5-bromo-2-(ethoxycarbonyl)-2,3,4,9-tetrahydro-1H-carb... Starting materials: CCOC(=O)CC(=O)OCC, C1CCNCC1, COc1cccc(OC)c1C=O, CC(=O)O, Cc1ccccc1, O. Product: CCOC(=O)C(=Cc1c(OC)cccc1OC)C(=O)OCC. As a reaction SMILES: [C:1]([CH2:2][C:3](=[O:4])[O:5][CH2:6][CH3:7])(=[O:8])[O:9][CH2:10][CH3:11].[CH2:24]1[CH2:25][CH2:26][NH:27][CH2:28][CH2:29]1.[CH3:12][O:13][c:14]1[c:15]([CH:16]=[O:17])[c:18]([O:22][CH3:23])[cH:19][cH:20][cH:21]1.[CH3:30][C:31](=[O:32])[OH:33].[CH3:35][c:36]1[cH:37][cH:38][cH:39][cH:40][cH:41]1.[OH2:34]>>[C:1]([C:2]([C:3](=[O:4])[O:5][CH2:6][CH3:7])=[CH:16][c:15]1[c:14]([O:13][CH3:12])[cH:21][cH:20][cH:19][c:18]1[O:22][CH3:23])(=[O:8])[O:9][CH2:10][CH3:11].